From a dataset of the Open Reaction Database (ORD), a public repository of structured organic reaction records. describe an organic reaction: reactants, conditions, products, and yield Starting materials: C(O)([O-])=O.[Na+] (sodium hydrogen carbonate), C(C)O (ethanol), BrC(C(OC)(OC)C=1C=CC(=C(C1)CC(=O)[O-])SC1=CC=CC=C1)C (5-(2-bromo-1,1-dimethoxypropyl)-2-phenylthiophenylacetate). The solvent is O (water). Conditions: time 5 hour. The product is C(=O)(O)C(C)C=1C=CC(=C(C1)CC(=O)O)SC1=CC=CC=C1 (5-(1-carboxyethyl)-2-phenylthiophenylacetic acid). Yield: 13.6%. RXN SMILES: Br[CH:2](C)[C:3]([C:8]1[CH:9]=[CH:10][C:11]([S:18][C:19]2[CH:24]=[CH:23][CH:22]=[CH:21][CH:20]=2)=[C:12]([CH2:14][C:15]([O-:17])=[O:16])[CH:13]=1)(OC)OC.[C:26](=O)([O-:28])[OH:27].[Na+].C(O)C>O>[C:26]([CH:3]([C:8]1[CH:9]=[CH:10][C:11]([S:18][C:19]2[CH:20]=[CH:21][CH:22]=[CH:23][CH:24]=2)=[C:12]([CH2:14][C:15]([OH:17])=[O:16])[CH:13]=1)[CH3:2])([OH:28])=[O:27] |f:1.2|. Reported procedure: A mixture of 4.39 g (10 mol.) of 5-(2-bromo-1,1-dimethoxypropyl)-2-phenylthiophenylacetate obtained in Example 1-(2), 4.20 g (50 mmol.) of sodium hydrogen carbonate, 50 ml of ethanol and 35 ml of water was heated under reflux and stirring for 5 hours. The reaction mixture was distilled to remove distillates having a boiling point of below 100° C. The residue was then heated under reflux for 4 hours. The mixture was treated in the same manner as in Example 6-(1) to obtain 2.15 g of the desired pr...